From a dataset of the Open Reaction Database (ORD), a public repository of structured organic reaction records. describe an organic reaction: reactants, conditions, products, and yield Reactants: N1C=C(C2=CC=CC=C12)\C=C/1\C(C2=CC=C(C=C2C1)O)=O ((E)-2-[(1H-indol-3-yl)methylene]-5-hydroxy-2,3-dihydro-1H-inden-1-one), C(C)(C)(C)OC(=O)N1CCNCC1 (1-tert-butoxycarbonylpiperazine), C=O (formaldehyde). Solvent: C(C)O (ethanol). Reaction conditions: temperature 60 celsius, time 8 hour. Product: N1C=C(C2=CC=CC=C12)\C=C/1\C(C2=CC=C(C(=C2C1)CN1CCN(CC1)C(=O)OC(C)(C)C)O)=O (tert-butyl (E)-4-({2-[(1H-indol-3-yl)methylene]-5-hydroxy-1-oxo-2,3-dihydro-1H-inden-4-yl}methyl)piperazine-1-carboxylate). The yield is 65.3%. As a reaction SMILES: [NH:1]1[C:9]2[C:4](=[CH:5][CH:6]=[CH:7][CH:8]=2)[C:3](/[CH:10]=[C:11]2/[C:12](=[O:21])[C:13]3[C:18]([CH2:19]/2)=[CH:17][C:16]([OH:20])=[CH:15][CH:14]=3)=[CH:2]1.[C:22]([O:26][C:27]([N:29]1[CH2:34][CH2:33][NH:32][CH2:31][CH2:30]1)=[O:28])([CH3:25])([CH3:24])[CH3:23].[CH2:35]=O>C(O)C>[NH:1]1[C:9]2[C:4](=[CH:5][CH:6]=[CH:7][CH:8]=2)[C:3](/[CH:10]=[C:11]2/[C:12](=[O:21])[C:13]3[C:18]([CH2:19]/2)=[C:17]([CH2:35][N:32]2[CH2:33][CH2:34][N:29]([C:27]([O:26][C:22]([CH3:25])([CH3:23])[CH3:24])=[O:28])[CH2:30][CH2:31]2)[C:16]([OH:20])=[CH:15][CH:14]=3)=[CH:2]1. Procedure details: A solution of (E)-2-[(1H-indol-3-yl)methylene]-5-hydroxy-2,3-dihydro-1H-inden-1-one (0.060 g, 0.22 mmol) in ethanol (3.0 mL) was added with 1-tert-butoxycarbonylpiperazine (0.049 g, 0.26 mmol), and 37% aqueous formaldehyde (0.020 g, 0.26 mmol), and the mixture was stirred overnight at 60° C. in a sealed tube. The solvent was evaporated under reduced pressure, and then the residue was subjected to silica gel column chromatography (aminopropyl silica was used, eluted with chloroform/methanol (90:1...